describe an organic reaction: reactants, conditions, products, and yield From a dataset of the Open Reaction Database (ORD), a public repository of structured organic reaction records. Starting materials: ClCC(C)=O (chloroacetone), ClC(C(=O)C)Cl (1,1-dichloroacetone), ClCC(=O)CCl (1,3-dichloroacetone), C1(=CC=CC=C1)O (Phenol), ClCC(C)=O (chloroacetone), S(O)(O)(=O)=O (sulfuric acid), ClCC(C)=O (chloroacetone). The solvent is CC(=O)C (acetone), C(Cl)Cl (methylene chloride), O (water), O (water), O (water). Conditions: temperature -10 celsius, time 12 hour. Yields the product OC1=CC=C(C=C1)C(=CC1=CC=C(C=C1)O)C (4,4'-Dihydroxy-alpha-methylstilbene). As a reaction SMILES: [C:1]1([OH:7])[CH:6]=[CH:5][CH:4]=[CH:3][CH:2]=1.Cl[CH2:9][C:10](=[O:12])[CH3:11].Cl[CH:14](Cl)[C:15]([CH3:17])=O.Cl[CH2:20][C:21]([CH2:23]Cl)=O.S(=O)(=O)(O)O>O.CC(C)=O.C(Cl)Cl>[OH:7][C:1]1[CH:6]=[CH:5][C:4]([C:15]([CH3:17])=[CH:14][C:21]2[CH:23]=[CH:11][C:10]([OH:12])=[CH:9][CH:20]=2)=[CH:3][CH:2]=1. Procedure details: Phenol (376.44 grams, 4.0 moles), chloroacetone (205.62 grams, 2.0 moles as chloroacetone) and methylene chloride (300 grams) are added to a reactor and cooled to -10° C. with stirring. The chloroacetone used is a technical grade containing 90% chloroacetone, 2.5% acetone, 6.5% 1,1-dichloroacetone and 1.0% 1,3-dichloroacetone. Concentrated sulfuric acid (196.16 grams, 2.0 mole) is added dropwise to the stirred solution over a one hour period and so as so maintain the reaction temperature at -10°... The reactants are O=C(Nc1ccccc1)c1cc(Br)cnc1Cl, CC(C)CCO, COc1ccc(N)cc1F. Product: COc1ccc(Nc2ncc(Br)cc2C(=O)Nc2ccccc2)cc1F. Reaction SMILES: [Br:1][c:2]1[cH:3][n:4][c:5]([Cl:17])[c:6]([C:7](=[O:8])[NH:9][c:10]2[cH:11][cH:12][cH:13][cH:14][cH:15]2)[cH:16]1.[CH2:28]([OH:29])[CH2:30][CH:31]([CH3:32])[CH3:33].[F:18][c:19]1[cH:20][c:21]([NH2:27])[cH:22][cH:23][c:24]1[O:25][CH3:26]>>[Br:1][c:2]1[cH:3][n:4][c:5]([NH:27][c:21]2[cH:20][c:19]([F:18])[c:24]([O:25][CH3:26])[cH:23][cH:22]2)[c:6]([C:7](=[O:8])[NH:9][c:10]2[cH:11][cH:12][cH:13][cH:14][cH:15]2)[cH:16]1. Starting materials: Cl (HCl), CC1(C=2C=CC(=CC2C(=CC1)C1=C(C=CC=C1)C)C#CC1=CC=C(C(=O)OCC)C=C1)C (ethyl 4-[(5,6-dihydro-5,5-dimethyl-8-(2-methylphenyl)-2-naphthalenyl)ethynyl]-benzoate), CC1(C=2C=CC(=CC2C(=CC1)C1=C(C=CC=C1)C)C#CC1=CC=C(C(=O)OCC)C=C1)C (ethyl 4-[(5,6-dihydro-5,5-dimethyl-8-(2-methylphenyl)-2-naphthalenyl)ethynyl]-benzoate), [OH-].[Na+] (NaOH). Run in CCO (EtOH), C1CCOC1 (THF). Conditions: temperature 50 celsius. Product: CC1(C=2C=CC(=CC2C(=CC1)C1=C(C=CC=C1)C)C#CC1=CC=C(C(=O)O)C=C1)C (4-[(5,6-Dihydro-5,5-dimethyl-8-(2-methylphenyl)-2-naphthalenyl)ethynyl]benzoic acid). RXN SMILES: [CH3:1][C:2]1([CH3:32])[CH2:11][CH:10]=[C:9]([C:12]2[CH:17]=[CH:16][CH:15]=[CH:14][C:13]=2[CH3:18])[C:8]2[CH:7]=[C:6]([C:19]#[C:20][C:21]3[CH:31]=[CH:30][C:24]([C:25]([O:27]CC)=[O:26])=[CH:23][CH:22]=3)[CH:5]=[CH:4][C:3]1=2.[OH-].[Na+].Cl>CCO.C1COCC1>[CH3:1][C:2]1([CH3:32])[CH2:11][CH:10]=[C:9]([C:12]2[CH:17]=[CH:16][CH:15]=[CH:14][C:13]=2[CH3:18])[C:8]2[CH:7]=[C:6]([C:19]#[C:20][C:21]3[CH:22]=[CH:23][C:24]([C:25]([OH:27])=[O:26])=[CH:30][CH:31]=3)[CH:5]=[CH:4][C:3]1=2 |f:1.2|. Reported procedure: To a solution of ethyl 4-[(5,6-dihydro-5,5-dimethyl-8-(2-methylphenyl)-2-naphthalenyl)ethynyl]-benzoate (Compound 3) 80.0 mg (0.190 mmol) in 3 ml of EtOH and 2 ml of THF was added 60.0 mg (1.50 mmol, 1.50 ml) of NaOH (1.0 M aqueous solution). The solution was heated to 50° C. for 2 hours, cooled to room temperature, and acidified with 10% HCl. Extraction with EtOAc, followed by drying over Na2SO4, and removal of the solvents under reduced pressure afforded the title compound as a colorless solid... The reactants are ClCC1=CC2=C(NN=N2)C=C1 (5-chloromethyl-1,2,3-benzotriazole), [N-]=[N+]=[N-].[Na+] (sodium azide). Solvent: CN(C)C=O (DMF). Conditions: time 16 hour. Yields the product N(=[N+]=[N-])CC1=CC2=C(NN=N2)C=C1 (5-Azidomethyl-1,2,3-benzotriazole). Reaction SMILES: Cl[CH2:2][C:3]1[CH:11]=[CH:10][C:6]2[NH:7][N:8]=[N:9][C:5]=2[CH:4]=1.[N-:12]=[N+:13]=[N-:14].[Na+]>CN(C=O)C>[N:12]([CH2:2][C:3]1[CH:11]=[CH:10][C:6]2[NH:7][N:8]=[N:9][C:5]=2[CH:4]=1)=[N+:13]=[N-:14] |f:1.2|. Procedure details: To a solution of 5-chloromethyl-1,2,3-benzotriazole (2.2 g, 12.2 mmol, Katritzky et al. Synth. Commun. 1993, 23, 2019) dissolved in DMF (25 mL) was added sodium azide (2.4 g, 36.5 mmol). The resulting mixture was stirred under Ar for 16 h and the precipitated product was filtered and air dried to afford the title compound: Reactants: C1(=CC=CC=C1)S(=O)(=O)NC1=CC=C(C=C1)[N+](=O)[O-] (N-phenylsulphonyl-4-nitroaniline), [H-].[Na+] (sodium hydride), BrCC(=O)OCC (ethyl bromoacetate), resultant mixture. Solvent: CN(C)C=O (DMF), CN(C)C=O (DMF). The product is C(C)OC(CN(S(=O)(=O)C1=CC=CC=C1)C1=CC=C(C=C1)[N+](=O)[O-])=O (N-4-nitrophenyl-N-phenylsulfonylglycine ethyl ester). As a reaction SMILES: [C:1]1([S:7]([NH:10][C:11]2[CH:16]=[CH:15][C:14]([N+:17]([O-:19])=[O:18])=[CH:13][CH:12]=2)(=[O:9])=[O:8])[CH:6]=[CH:5][CH:4]=[CH:3][CH:2]=1.[H-].[Na+].Br[CH2:23][C:24]([O:26][CH2:27][CH3:28])=[O:25]>CN(C=O)C>[CH2:27]([O:26][C:24](=[O:25])[CH2:23][N:10]([C:11]1[CH:16]=[CH:15][C:14]([N+:17]([O-:19])=[O:18])=[CH:13][CH:12]=1)[S:7]([C:1]1[CH:2]=[CH:3][CH:4]=[CH:5][CH:6]=1)(=[O:9])=[O:8])[CH3:28] |f:1.2|. Reported procedure: A cold (0° C.) solution of N-phenylsulphonyl-4-nitroaniline (7.39 g, 30 mmol) in DMF (65 mL) was treated with sodium hydride (0.76 g, 32 mmol) portionwise over a period of 1.5 h. A solution of ethyl bromoacetate (4 mL) in DMF (10 mL) was added, and the resultant mixture stirred at RT overnight. The product mixture was concentrated under vacuum, and the residue dissolved in ethyl acetate. The organic extract was washed with brine, dried over magnesium sulfate, filtered and concentrated under vacu... Reactants: C(C)(=O)O[BH-](OC(C)=O)OC(C)=O.[Na+] (sodium triacetoxyborohydride), C(C)OC(CC1=CC(=CC=C1)C=O)=O ((3-formyl-phenyl)-acetic acid ethyl ester), FC1=C(CN)C=CC=C1 ((2-fluorobenzyl)amine), C(C)(=O)O (acetic acid). Solvent: CO (methanol), C(C)(C)O.C(C)#N (iso-propanol acetonitrile). Reaction conditions: time 1 hour. Yields the product FC1=C(CNCC=2C=C(C=CC2)CCO)C=CC=C1 (2-{3-[(2-fluoro-benzylamino)-methyl]-phenyl}-ethanol). Yield: 59.3%. As a reaction SMILES: C(O[C:4](=[O:14])[CH2:5][C:6]1[CH:11]=[CH:10][CH:9]=[C:8]([CH:12]=O)[CH:7]=1)C.[F:15][C:16]1[CH:23]=[CH:22][CH:21]=[CH:20][C:17]=1[CH2:18][NH2:19].C(O)(=O)C.C(O[BH-](OC(=O)C)OC(=O)C)(=O)C.[Na+]>CO.C(O)(C)C.C(#N)C>[F:15][C:16]1[CH:23]=[CH:22][CH:21]=[CH:20][C:17]=1[CH2:18][NH:19][CH2:12][C:8]1[CH:7]=[C:6]([CH2:5][CH2:4][OH:14])[CH:11]=[CH:10][CH:9]=1 |f:3.4,6.7|. Procedure details: A mixture of (3-formyl-phenyl)-acetic acid ethyl ester (400 mg), (2-fluorobenzyl)amine (410 mg) and acetic acid (130 mg) in methanol (5 mL) was stirred at room temperature. After 1 h, sodium triacetoxyborohydride (700 mg) was added. After 5 hours, the reaction mixture was neutralised with aqueous ammonia (0.880) and the solution evaporated to dryness. The residue was diluted with toluene and the mixture evaporated. The resulting gum was dissolved in methanol and applied to a SCX cartridge (70 g,... The reactants are CN1C(SCC1)=NC(=S)NC1=CC=CC=C1 (N-(3-methyl-2-thiazolidinylidene)-N'-phenylthiourea), IC (iodomethane). The solvent is CC(=O)C (acetone). Yields the product I.CN1C(SCC1)=NC(=NC1=CC=CC=C1)SC (methyl N-(3-methyl-2-thiazolidinylidene)-N'-phenylcarbamimidothioate hydroiodide). Reaction SMILES: [CH3:1][N:2]1[CH2:6][CH2:5][S:4][C:3]1=[N:7][C:8]([NH:10][C:11]1[CH:16]=[CH:15][CH:14]=[CH:13][CH:12]=1)=[S:9].[I:17][CH3:18]>CC(C)=O>[IH:17].[CH3:1][N:2]1[CH2:6][CH2:5][S:4][C:3]1=[N:7][C:8]([S:9][CH3:18])=[N:10][C:11]1[CH:16]=[CH:15][CH:14]=[CH:13][CH:12]=1 |f:3.4|. Reported procedure: A suspension of 17.0 g (0.067 mole) of N-(3-methyl-2-thiazolidinylidene)-N'-phenylthiourea and 11.1 g (0.078 mole) of iodomethane in 350 ml of acetone is refluxed for one hour. The solution is cooled at room temperature overnight (about 16 hours) and solids are filtered off, 25.1 g (95.2%), m.p. 159.5°-161.5° C. Recrystallization from methanol-ether (1:1) gives pure methyl N-(3-methyl-2-thiazolidinylidene)-N'-phenylcarbamimidothioate hydroiodide; m.p. 163.5°-165° C.